This data is from the Open Reaction Database (ORD), a public repository of structured organic reaction records. The task is: describe an organic reaction: reactants, conditions, products, and yield Starting materials: ( 37 ), ( 100 ), ( 8 ), ( 14 ), ( 7 ), BrCSC1=CC=C(C=C1)Cl (1-bromomethylthio-4-chlorobenzene), FC(C=1C=C(C=CC1)O)(F)F (3-trifluoromethylphenol), 3(b), ( 21 ). Yields the product ClC1=CC=C(C=C1)SCOC1=CC(=CC=C1)C(F)(F)F (1-(4-chlorophenylthio)methoxy-3-trifluoromethylbenzene). Yield: 71.0%. Reaction SMILES: Br[CH2:2][S:3][C:4]1[CH:9]=[CH:8][C:7]([Cl:10])=[CH:6][CH:5]=1.[F:11][C:12]([F:21])([F:20])[C:13]1[CH:14]=[C:15]([OH:19])[CH:16]=[CH:17][CH:18]=1>>[Cl:10][C:7]1[CH:8]=[CH:9][C:4]([S:3][CH2:2][O:19][C:15]2[CH:16]=[CH:17][CH:18]=[C:13]([C:12]([F:11])([F:20])[F:21])[CH:14]=2)=[CH:5][CH:6]=1. Procedure: The synthesis was effected by reaction of 1-bromomethylthio-4-chlorobenzene and 3-trifluoromethylphenol in the same manner as described in preparation 3(b); yield 71%, b.p. 118°-122° C./0,01 mmHg. 1H NMR (CDCl3); δ 5.13 (CH2), 7.1-7.5 (2 x Ph), MS [70 eV 70, m/z (% rel. int)]: 318. (2,M), 159 (37), 157 (100), 145 (21) 121 (7), 108 (8), 75 (14)